Dataset: the Open Reaction Database (ORD), a public repository of structured organic reaction records. Task: describe an organic reaction: reactants, conditions, products, and yield Reactants: C(#C)C=1N=C(SC1)C1CCN(CC1)C(=O)OC(C)(C)C (tert-butyl 4-(4-ethynyl-1,3-thiazol-2-yl)piperidine-1-carboxylate), FC(C(=O)O)(F)F (trifluoroacetic acid). Run in ClCCl (dichloromethane). Conditions: temperature 0 celsius, time 30 minute. Yields the product C(#C)C=1N=C(SC1)C1CCNCC1 (4-(4-ethynyl-1,3-thiazol-2-yl)piperidine). Isolated yield 95.6%. Reaction SMILES: [C:1]([C:3]1[N:4]=[C:5]([CH:8]2[CH2:13][CH2:12][N:11](C(OC(C)(C)C)=O)[CH2:10][CH2:9]2)[S:6][CH:7]=1)#[CH:2].FC(F)(F)C(O)=O>ClCCl>[C:1]([C:3]1[N:4]=[C:5]([CH:8]2[CH2:13][CH2:12][NH:11][CH2:10][CH2:9]2)[S:6][CH:7]=1)#[CH:2]. Procedure details: To a solution of tert-butyl 4-(4-ethynyl-1,3-thiazol-2-yl)piperidine-1-carboxylate (1.87 g, 6.40 mmol) in anhydrous dichloromethane (16 ml) was added at 0° C. trifluoroacetic acid (16 ml). After stirring at 0° C. for 30 mins, the mixture was concentrated under reduced pressure. Saturated aqueous sodium hydrogen carbonate solution was added to the residue, and the mixture was concentrated to dryness. The residue was washed with dichloromethane (extracted from solid phase) and the washing solution... Reported procedure: Using the methods of Examples 75-85, trans-2-phenylcyclopropyl isocyanate was reacted with 1-(3-aminopropyl)-2,6,7-trimethyl-1H-imidazo[4,5-c]pyridin-4-amine to provide the desired compound. The observed accurate mass was 393.2393. Yields the product NC1=NC(=C(C2=C1N=C(N2CCCNC(=O)N[C@H]2[C@@H](C2)C2=CC=CC=C2)C)C)C (N-[3-(4-amino-2,6,7-trimethyl-1H-imidazo[4,5-c]pyridin-1-yl)propyl]-N′-[(1R*,2S*)-2-phenylcyclopropyl]urea). As a reaction SMILES: [C:1]1([C@@H:7]2[CH2:9][C@H:8]2[N:10]=[C:11]=[O:12])[CH:6]=[CH:5][CH:4]=[CH:3][CH:2]=1.[NH2:13][CH2:14][CH2:15][CH2:16][N:17]1[C:25]2[C:24]([CH3:26])=[C:23]([CH3:27])[N:22]=[C:21]([NH2:28])[C:20]=2[N:19]=[C:18]1[CH3:29]>>[NH2:28][C:21]1[C:20]2[N:19]=[C:18]([CH3:29])[N:17]([CH2:16][CH2:15][CH2:14][NH:13][C:11]([NH:10][C@@H:8]3[CH2:9][C@H:7]3[C:1]3[CH:6]=[CH:5][CH:4]=[CH:3][CH:2]=3)=[O:12])[C:25]=2[C:24]([CH3:26])=[C:23]([CH3:27])[N:22]=1. The reactants are C1(=CC=CC=C1)[C@H]1[C@@H](C1)N=C=O (trans-2-phenylcyclopropyl isocyanate), NCCCN1C(=NC=2C(=NC(=C(C21)C)C)N)C (1-(3-aminopropyl)-2,6,7-trimethyl-1H-imidazo[4,5-c]pyridin-4-amine). Starting materials: [Li]CC(=O)OCC (ethyl lithioacetate), CON(C(C(C(CC1=CC=CC=C1)NC(=O)OCC1=CC=CC=C1)O)=O)C (2-hydroxy-4-phenyl-3-[((phenylmethoxy)carbonyl)amino]butanoic acid, N-methoxy-N-methylamide), Cl (HCl). Solvent: O1CCCC1 (tetrahydrofuran). Conditions: temperature -78 celsius, time 1 hour. Product: C(C)OC(CC(C(C(CC1=CC=CC=C1)NC(=O)OCC1=CC=CC=C1)O)=O)=O (4-Hydroxy-6-phenyl-5-[((phenylmethoxy)carbonyl)amino]-3-oxohexanoic Acid Ethyl Ester). As a reaction SMILES: CON(C)[C:4](=[O:26])[CH:5]([OH:25])[CH:6]([NH:14][C:15]([O:17][CH2:18][C:19]1[CH:24]=[CH:23][CH:22]=[CH:21][CH:20]=1)=[O:16])[CH2:7][C:8]1[CH:13]=[CH:12][CH:11]=[CH:10][CH:9]=1.[Li][CH2:29][C:30]([O:32][CH2:33][CH3:34])=[O:31].Cl>O1CCCC1>[CH2:33]([O:32][C:30](=[O:31])[CH2:29][C:4](=[O:26])[CH:5]([OH:25])[CH:6]([NH:14][C:15]([O:17][CH2:18][C:19]1[CH:20]=[CH:21][CH:22]=[CH:23][CH:24]=1)=[O:16])[CH2:7][C:8]1[CH:9]=[CH:10][CH:11]=[CH:12][CH:13]=1)[CH3:34]. Procedure: A solution of 2-hydroxy-4-phenyl-3-[((phenylmethoxy)carbonyl)amino]butanoic acid, N-methoxy-N-methylamide (372 mg, 1.0 mmol) in tetrahydrofuran is cooled to -78° C. and ethyl lithioacetate (72 mg, 3.0 mmol) is added. The solution is stirred at -78° C. for 1 hour, allowed to warm to room temperature, stirred for 1 hour and poured into dilute HCl. The product is extracted by ethyl acetate (3×150 ml) and the combined organic extracts are washed with NaHCO3, dried over Na2SO4 and the solvent removed... The reactants are C1(CC1)C1=NNC(=C1)NC1=NC(=NC=C1C#C[Si](C)(C)C)C1=CC=C(S1)C(C)(C)O (2-(5-(4-(3-cyclopropyl-1H-pyrazol-5-ylamino)-5-((trimethylsilyl)ethynyl)pyrimidin-2-yl)thiophen-2-yl)propan-2-ol), C(=O)([O-])[O-].[K+].[K+] (K2CO3). Run in CO (CH3OH). Reaction conditions: time 1 hour. Yields the product C1(CC1)C1=CC(=NN1)NC1=NC(=NC=C1C#C)C1=CC=C(S1)C(C)(C)O (2-(5-(4-(5-cyclopropyl-1H-pyrazol-3-ylamino)-5-ethynylpyrimidin-2-yl)thiophen-2-yl)propan-2-ol). The yield is 55.8%. As a reaction SMILES: [CH:1]1([C:4]2[CH:8]=[C:7]([NH:9][C:10]3[C:15]([C:16]#[C:17][Si](C)(C)C)=[CH:14][N:13]=[C:12]([C:22]4[S:26][C:25]([C:27]([OH:30])([CH3:29])[CH3:28])=[CH:24][CH:23]=4)[N:11]=3)[NH:6][N:5]=2)[CH2:3][CH2:2]1.C([O-])([O-])=O.[K+].[K+]>CO>[CH:1]1([C:4]2[NH:5][N:6]=[C:7]([NH:9][C:10]3[C:15]([C:16]#[CH:17])=[CH:14][N:13]=[C:12]([C:22]4[S:26][C:25]([C:27]([OH:30])([CH3:28])[CH3:29])=[CH:24][CH:23]=4)[N:11]=3)[CH:8]=2)[CH2:3][CH2:2]1 |f:1.2.3|. Procedure: A mixture of 2-(5-(4-(3-cyclopropyl-1H-pyrazol-5-ylamino)-5-((trimethylsilyl)ethynyl)pyrimidin-2-yl)thiophen-2-yl)propan-2-ol (115 mg, 0.26 mmol), K2CO3 (72 mg, 0.52 mmol, 2.0 equiv.) in CH3OH (10 ml) was stirred at room temperature for 1 h. The mixture was filtered. The solid was washed with water and extracted with EtOAc. The extract was washed by brine, dried (Na2SO4), filtered and concentrated. The residue was recrystalized by ether to give compound 2-(5-(4-(5-cyclopropyl-1H-pyrazol-3-ylamin... RXN SMILES: [CH3:32][CH2:33][OH:34].[CH3:35][CH2:36][O:37][C:38](=[O:39])[CH3:40].[F:15][c:16]1[cH:17][cH:18][c:19]([C:20](=[O:21])[c:22]2[cH:23][cH:24][c:25]([CH2:26][Br:27])[cH:28][cH:29]2)[cH:30][cH:31]1.[SH:1][c:2]1[n:3][c:4]2[cH:5][cH:6][cH:7][c:8]([CH3:14])[c:9]2[c:10](=[O:13])[n:11]1[CH3:12]>>[S:1]([c:2]1[n:3][c:4]2[cH:5][cH:6][cH:7][c:8]([CH3:14])[c:9]2[c:10](=[O:13])[n:11]1[CH3:12])[CH2:26][c:25]1[cH:24][cH:23][c:22]([C:20]([c:19]2[cH:18][cH:17][c:16]([F:15])[cH:31][cH:30]2)=[O:21])[cH:29][cH:28]1. The product is Cc1cccc2nc(SCc3ccc(C(=O)c4ccc(F)cc4)cc3)n(C)c(=O)c12. The reactants are CCO, CCOC(C)=O, O=C(c1ccc(F)cc1)c1ccc(CBr)cc1, Cc1cccc2nc(S)n(C)c(=O)c12. The reactants are ClC1=NC(=CC=2N=CN(C(C21)=O)C)Cl (5,7-dichloro-3-methylpyrido[4,3-d]pyrimidin-4(3H)-one), O1CCN(CC1)C1=CC=C(C=C1)B1OC(C)(C)C(C)(C)O1 (4-morpholinophenylboronic acid pinacol ester), C(=O)([O-])[O-].[Na+].[Na+] (Na2CO3). The reagents and catalysts are C=1C=CC(=CC1)[P](C=2C=CC=CC2)(C=3C=CC=CC3)[Pd]([P](C=4C=CC=CC4)(C=5C=CC=CC5)C=6C=CC=CC6)([P](C=7C=CC=CC7)(C=8C=CC=CC8)C=9C=CC=CC9)[P](C=1C=CC=CC1)(C=1C=CC=CC1)C=1C=CC=CC1 (Pd(PPh3)4). Solvent: O1CCOCC1 (1,4-dioxane). Run at temperature 140 celsius. The product is CN1C=NC2=C(C1=O)C(=NC(=C2)C2=CC=C(C=C2)N2CCOCC2)C2=CC=C(C=C2)N2CCOCC2 (3-methyl-5,7-bis(4-morpholinophenyl)pyrido[4,3-d]pyrimidin-4(3H)-one). RXN SMILES: Cl[C:2]1[C:11]2[C:10](=[O:12])[N:9]([CH3:13])[CH:8]=[N:7][C:6]=2[CH:5]=[C:4](Cl)[N:3]=1.[O:15]1[CH2:20][CH2:19][N:18]([C:21]2[CH:26]=[CH:25][C:24](B3OC(C)(C)C(C)(C)O3)=[CH:23][CH:22]=2)[CH2:17][CH2:16]1.[C:36]([O-:39])([O-])=O.[Na+].[Na+]>O1CCOCC1.C1C=CC([P]([Pd]([P](C2C=CC=CC=2)(C2C=CC=CC=2)C2C=CC=CC=2)([P](C2C=CC=CC=2)(C2C=CC=CC=2)C2C=CC=CC=2)[P](C2C=CC=CC=2)(C2C=CC=CC=2)C2C=CC=CC=2)(C2C=CC=CC=2)C2C=CC=CC=2)=CC=1>[CH3:13][N:9]1[C:10](=[O:12])[C:11]2[C:2]([C:24]3[CH:23]=[CH:22][C:21]([N:18]4[CH2:17][CH2:16][O:15][CH2:20][CH2:19]4)=[CH:26][CH:25]=3)=[N:3][C:4]([C:24]3[CH:25]=[CH:26][C:21]([N:18]4[CH2:19][CH2:36][O:39][CH2:16][CH2:17]4)=[CH:22][CH:23]=3)=[CH:5][C:6]=2[N:7]=[CH:8]1 |f:2.3.4,^1:51,53,72,91|. Procedure: To a solution of 5,7-dichloro-3-methylpyrido[4,3-d]pyrimidin-4(3H)-one (23.0 mg, 0.10 mmol) in 1,4-dioxane (0.5 mL) were added 4-morpholinophenylboronic acid pinacol ester (57.8 mg, 0.20 mmol), 2M aqueous Na2CO3 solution (150 μL, 0.30 mmol), and a catalytic amount of Pd(PPh3)4. The reaction mixture was purged with N2 and heated at 140° C. by a microwave reactor for 15 minutes. The mixture was then cooled, quenched with H2O (5 mL) and extracted with ethyl acetate (3×2.5 mL). The combined organic ... Starting materials: [Cl-].O[NH3+] (hydroxylammonium chloride), C(O)([O-])=O.[Na+] (sodium hydrogen carbonate), CS(=O)C (dimethyl sulfoxide), OC(CO[C@@H]1CC[C@H](CC1)N1C=2N(C(=C(C1=O)CC1=CC=C(C=C1)C=1C(=CC=CC1)C#N)CCC)N=CC2)(C)C (4′-({4-[trans-4-(2-Hydroxy-2-methylpropoxy)cyclohexyl]-5-oxo-7-propyl-4,5-dihydropyrazolo[1,5-a]pyrimidin-6-yl}methyl)biphenyl-2-carbonitrile). Run in C(C)(=O)OCC (ethyl acetate), O (water). Run at temperature 50 celsius, time 30 minute. The product is OC(CO[C@@H]1CC[C@H](CC1)N1C=2N(C(=C(C1=O)CC1=CC=C(C=C1)C1=C(C=CC=C1)C1=NOC(N1)=O)CCC)N=CC2)(C)C (4-[trans-4-(2-hydroxy-2-methylpropoxy)cyclohexyl]-6-{[2′-(5-oxo-4,5-dihydro-1,2,4-oxadiazol-3-yl)biphenyl-4-yl]methyl}-7-propylpyrazolo[1,5-a]pyrimidin-5(4H)-one). Reaction SMILES: [Cl-].O[NH3+:3].[C:4](=[O:7])([O-])[OH:5].[Na+].CS(C)=O.[OH:13][C:14]([CH3:52])([CH3:51])[CH2:15][O:16][C@H:17]1[CH2:22][CH2:21][C@H:20]([N:23]2[C:28](=[O:29])[C:27]([CH2:30][C:31]3[CH:36]=[CH:35][C:34]([C:37]4[C:38]([C:43]#[N:44])=[CH:39][CH:40]=[CH:41][CH:42]=4)=[CH:33][CH:32]=3)=[C:26]([CH2:45][CH2:46][CH3:47])[N:25]3[N:48]=[CH:49][CH:50]=[C:24]23)[CH2:19][CH2:18]1>C(OCC)(=O)C.O>[OH:13][C:14]([CH3:51])([CH3:52])[CH2:15][O:16][C@H:17]1[CH2:22][CH2:21][C@H:20]([N:23]2[C:28](=[O:29])[C:27]([CH2:30][C:31]3[CH:36]=[CH:35][C:34]([C:37]4[CH:42]=[CH:41][CH:40]=[CH:39][C:38]=4[C:43]4[NH:3][C:4](=[O:7])[O:5][N:44]=4)=[CH:33][CH:32]=3)=[C:26]([CH2:45][CH2:46][CH3:47])[N:25]3[N:48]=[CH:49][CH:50]=[C:24]23)[CH2:19][CH2:18]1 |f:0.1,2.3|. Reported procedure: A mixture of hydroxylammonium chloride (42 g), sodium hydrogen carbonate (61 g) and dimethyl sulfoxide (240 mL) was stirred at 50° C. for 30 min. 4′-({4-[trans-4-(2-Hydroxy-2-methylpropoxy)cyclohexyl]-5-oxo-7-propyl-4,5-dihydropyrazolo[1,5-a]pyrimidin-6-yl}methyl)biphenyl-2-carbonitrile (32 g) was added, and the mixture was stirred at 90° C. for 15 hr. The mixture was allowed to cool to room temperature, and the reaction mixture was diluted with ethyl acetate and water. After extraction with eth... Product: COc1cc(C(=O)NN2CCN(C)CC2)ccc1Nc1ncc2c(n1)N(C1CCCC1)CC1(CC1)C(=O)N2C. Starting materials: F[B-](F)(F)F, COc1cc(C(=O)O)ccc1Nc1ncc2c(n1)N(C1CCCC1)CC1(CC1)C(=O)N2C, CCN(C(C)C)C(C)C, CN1CCN(N)CC1, CN(C)C=O, CN(C)C(On1nnc2ccccc21)=[N+](C)C. RXN SMILES: [B-:42]([F:43])([F:44])([F:45])[F:46].[CH:1]1([N:6]2[c:7]3[c:8]([cH:17][n:18][c:19]([NH:21][c:22]4[c:23]([O:31][CH3:32])[cH:24][c:25]([C:26](=[O:27])[OH:28])[cH:29][cH:30]4)[n:20]3)[N:9]([CH3:16])[C:10](=[O:15])[C:11]3([CH2:12][CH2:13]3)[CH2:14]2)[CH2:2][CH2:3][CH2:4][CH2:5]1.[CH:33]([N:34]([CH2:35][CH3:36])[CH:37]([CH3:38])[CH3:39])([CH3:40])[CH3:41].[NH2:64][N:65]1[CH2:66][CH2:67][N:68]([CH3:71])[CH2:69][CH2:70]1.[O:72]=[CH:73][N:74]([CH3:75])[CH3:76].[n:47]1([O:48][C:49]([N:50]([CH3:51])[CH3:52])=[N+:53]([CH3:54])[CH3:55])[c:56]2[cH:57][cH:58][cH:59][cH:60][c:61]2[n:62][n:63]1>>[CH:1]1([N:6]2[c:7]3[c:8]([cH:17][n:18][c:19]([NH:21][c:22]4[c:23]([O:31][CH3:32])[cH:24][c:25]([C:26](=[O:28])[NH:64][N:65]5[CH2:66][CH2:67][N:68]([CH3:71])[CH2:69][CH2:70]5)[cH:29][cH:30]4)[n:20]3)[N:9]([CH3:16])[C:10](=[O:15])[C:11]3([CH2:12][CH2:13]3)[CH2:14]2)[CH2:2][CH2:3][CH2:4][CH2:5]1. Starting materials: dibenzyl dicarboxylate, CC1=C2C=NNC2=CC=C1O (4-methyl-1H-indazol-5-ol), OC1CN(CCC1)C(=O)OC(C)(C)C (t-butyl 3-hydroxypiperidine-1-carboxylate). The solvent is O1CCCC1 (tetrahydrofuran), O1CCCC1 (tetrahydrofuran). Reaction conditions: time 30 minute. Yields the product crude product, CC1=C2C=NNC2=CC=C1OC1CN(CCC1)C(=O)OC(C)(C)C (t-butyl 3-[(4-methyl-1H-indazol-5-yl)oxy]piperidine-1-carboxylate), OC1CN(CCC1)C(=O)OC(C)(C)C (t-butyl 3-hydroxypiperidine-1-carboxylate). Reaction SMILES: [CH3:1][C:2]1[C:10]([OH:11])=[CH:9][CH:8]=[C:7]2[C:3]=1[CH:4]=[N:5][NH:6]2.[OH:12][CH:13]1[CH2:18][CH2:17][CH2:16][N:15]([C:19]([O:21][C:22]([CH3:25])([CH3:24])[CH3:23])=[O:20])[CH2:14]1>O1CCCC1>[CH3:1][C:2]1[C:10]([O:11][CH:17]2[CH2:18][CH2:13][CH2:14][N:15]([C:19]([O:21][C:22]([CH3:25])([CH3:24])[CH3:23])=[O:20])[CH2:16]2)=[CH:9][CH:8]=[C:7]2[C:3]=1[CH:4]=[N:5][NH:6]2.[OH:12][CH:13]1[CH2:18][CH2:17][CH2:16][N:15]([C:19]([O:21][C:22]([CH3:25])([CH3:24])[CH3:23])=[O:20])[CH2:14]1. Procedure details: A solution of dibenzyl dicarboxylate (10.1 g, 33.9 mmol) in tetrahydrofuran (50 ml) was added dropwise to a mixture of the 5-hydroxy-4-methyl-1H-indazole (4.17 g, 28.1 mmol) obtained in Example 402, t-butyl 3-hydroxypiperidine-1-carboxylate (5.62 g, 27.9 mmol) and tetrahydrofuran (100 ml) under ice-cooling. After 30 minutes, the mixture thus obtained was warmed up to room temperature and stirred for 16 hours. The reaction mixture was concentrated and then a 1N-aqueous sodium hydroxide solution (... Starting materials: CC(C)(C)OC(=O)NC1(c2ccc(Br)cc2)CC1, C1CCOC1, CO, Cl. The product is NC1(c2ccc(Br)cc2)CC1. As a reaction SMILES: [Br:1][c:2]1[cH:3][cH:4][c:5]([C:8]2([NH:11][C:12](=[O:13])[O:14][C:15]([CH3:16])([CH3:17])[CH3:18])[CH2:9][CH2:10]2)[cH:6][cH:7]1.[CH2:22]1[O:23][CH2:24][CH2:25][CH2:26]1.[CH3:20][OH:21].[ClH:19]>>[Br:1][c:2]1[cH:3][cH:4][c:5]([C:8]2([NH2:11])[CH2:9][CH2:10]2)[cH:6][cH:7]1.